Task: describe an organic reaction: reactants, conditions, products, and yield. Dataset: the Open Reaction Database (ORD), a public repository of structured organic reaction records Starting materials: CCOC(=O)Cc1ccc(O)c(OC)c1, CO, O. Product: COc1cc(CC(=O)O)ccc1O. RXN SMILES: [CH2:1]([CH3:2])[O:3][C:4]([CH2:5][c:6]1[cH:7][c:8]([O:13][CH3:14])[c:9]([OH:12])[cH:10][cH:11]1)=[O:15].[CH3:16][OH:17].[OH2:18]>>[O:3]=[C:4]([CH2:5][c:6]1[cH:7][c:8]([O:13][CH3:14])[c:9]([OH:12])[cH:10][cH:11]1)[OH:15].